Dataset: the Open Reaction Database (ORD), a public repository of structured organic reaction records. Task: describe an organic reaction: reactants, conditions, products, and yield Starting materials: CC(C)C#N, CCOCC, Cc1ccc(CCl)cc1, Cl, I, [Mg]. The product is Cc1ccc(CC(=O)C(C)C)cc1. RXN SMILES: [C:12]([CH:13]([CH3:14])[CH3:15])#[N:16].[CH3:18][CH2:19][O:20][CH2:21][CH3:22].[CH3:3][c:4]1[cH:5][cH:6][c:7]([CH2:8][Cl:9])[cH:10][cH:11]1.[ClH:17].[I:2].[Mg:1]>>[CH3:3][c:4]1[cH:5][cH:6][c:7]([CH2:8][C:12]([CH:13]([CH3:14])[CH3:15])=[O:20])[cH:10][cH:11]1. Reactants: FC(C(=O)O)(F)F (Trifluoroacetic acid), C(C)(C)(C)OC(NCCNS(=O)(=O)C)=O ((2-Methanesulfonylamino-ethyl)-carbamic acid tert-butyl ester), COC(=O)C1=NC=C2C=CC(N(C2=C1O)CC1=CC=CC=C1)=O (1-benzyl-8-hydroxy-2-oxo-1,2-dihydro-[1,6]naphthyridine-7-carboxylic acid methyl ester). The solvent is CCOC(=O)C (EtOAc), C(Cl)Cl (CH2Cl2). Run at time 2 hour. Yields the product CS(=O)(=O)NCCNC(=O)C1=NC=C2C=CC(N(C2=C1O)CC1=CC=CC=C1)=O (1-Benzyl-8-hydroxy-2-oxo-1,2-dihydro-[1,6]naphthyridine-7-carboxylic acid (2-methanesulfonylamino-ethyl)-amide). Yield: 8.0%. As a reaction SMILES: C(O[C:6](=[O:15])[NH:7][CH2:8][CH2:9][NH:10][S:11]([CH3:14])(=[O:13])=[O:12])(C)(C)C.FC(F)(F)C(O)=O.COC([C:27]1[C:36]([OH:37])=[C:35]2[C:30]([CH:31]=[CH:32][C:33](=[O:45])[N:34]2[CH2:38][C:39]2[CH:44]=[CH:43][CH:42]=[CH:41][CH:40]=2)=[CH:29][N:28]=1)=O>C(Cl)Cl.CCOC(C)=O>[CH3:14][S:11]([NH:10][CH2:9][CH2:8][NH:7][C:6]([C:27]1[C:36]([OH:37])=[C:35]2[C:30]([CH:31]=[CH:32][C:33](=[O:45])[N:34]2[CH2:38][C:39]2[CH:40]=[CH:41][CH:42]=[CH:43][CH:44]=2)=[CH:29][N:28]=1)=[O:15])(=[O:12])=[O:13]. Reported procedure: (2-Methanesulfonylamino-ethyl)-carbamic acid tert-butyl ester (77 mg, 0.32 mmol) was dissolved in CH2Cl2 (2 mL). Trifluoroacetic acid (1 mL) was added, and the mixture was stirred at r.t. for 2 h. Solvent and excess TFA were removed by evaporation, and the residue was taken up in EtOH (2 mL). NaOMe was added with vigorous stirring until pH about 8. The resulting cloudy solution was transferred to a microwave vial containing 1-benzyl-8-hydroxy-2-oxo-1,2-dihydro-[1,6]naphthyridine-7-carboxylic aci... The reactants are N(C(=S)N)C1=NN2C(C3=CC=CC=C3C2)=N1 (2-Thioureido-5H-s-triazolo[5,1-a]isoindole), OO (H2O2), Cl (hydrochloric acid). The solvent is [OH-].[Na+] (sodium hydroxide). Conditions: temperature 80 celsius, time 15 minute. Yields the product N(C(=O)N)C1=NN2C(C3=CC=CC=C3C2)=N1 (2-Ureido-5H-s-triazolo[5,1-a]isoindole). Reaction SMILES: [NH:1]([C:5]1[N:16]=[C:8]2[C:9]3[C:14]([CH2:15][N:7]2[N:6]=1)=[CH:13][CH:12]=[CH:11][CH:10]=3)[C:2]([NH2:4])=S.[OH:17]O.Cl>[OH-].[Na+]>[NH:1]([C:5]1[N:16]=[C:8]2[C:9]3[C:14]([CH2:15][N:7]2[N:6]=1)=[CH:13][CH:12]=[CH:11][CH:10]=3)[C:2]([NH2:4])=[O:17] |f:3.4|. Procedure details: 2-Thioureido-5H-s-triazolo[5,1-a]isoindole (1.15 g, 0.005 mole) is suspended in 20 ml of 2% aqueous sodium hydroxide and 2.3 ml of 36% H2O2 (0.024 mole) is added at 40°-45° C. After 15 minutes, the mixture is heated for 5 minutes at 80° C then, after cooling and neutralizing with dilute hydrochloric acid, the resulting solid precipitate is recovered by filtration and is purified by crystallization from 60% ethanol. Yield 0.83 g; m.p. 261°-3° C. Starting materials: C1(CCCCC1)CP(OCC)(=O)C(OCC)OCC (ethyl P-cyclohexylmethyl-P-diethoxymethylphosphinate), Cl (hydrochloric acid). Solvent: O (water). Yields the product C1(CCCCC1)CP(O)O (cyclohexylmethylphosphonous acid). Reaction SMILES: [CH:1]1([CH2:7][P:8](C(OCC)OCC)(=[O:12])[O:9]CC)[CH2:6][CH2:5][CH2:4][CH2:3][CH2:2]1.Cl>O>[CH:1]1([CH2:7][P:8]([OH:12])[OH:9])[CH2:6][CH2:5][CH2:4][CH2:3][CH2:2]1. Reported procedure: A solution of 38.3 g of ethyl P-cyclohexylmethyl-P-diethoxymethylphosphinate in 27 ml of water is treated with 27 ml of 37% aqueous hydrochloric acid and the mixture heated to reflux for 5 hours. The mixture is cooled to room temperature and washed with ether/hexane 1:1. Three phases are obtained. The lower 2 phases are removed and the water is removed under reduced pressure to afford cyclohexylmethylphosphonous acid as a white solid; 1H-NMR (CDCl3): δ (ppm)=7.40 (1H, broad singlet, exchanges D2... Starting materials: O=C([O-])[O-], CC#N, CCOC(C)=O, COc1cc2c(-c3cc4c(CCl)ccnc4n3S(=O)(=O)c3ccc(C)cc3)cn(C)c2cc1OC, [I-], [K+], [K+], OC1CCNCC1, [Na+], O. The product is COc1cc2c(-c3cc4c(CN5CCC(O)CC5)ccnc4n3S(=O)(=O)c3ccc(C)cc3)cn(C)c2cc1OC. RXN SMILES: [C:8](=[O:9])([O-:10])[O-:11].[CH3:51][C:52]#[N:53].[CH3:55][CH2:56][O:57][C:58](=[O:59])[CH3:60].[Cl:16][CH2:17][c:18]1[c:19]2[c:20]([n:21][cH:22][cH:23]1)[n:24]([S:41](=[O:42])(=[O:43])[c:44]1[cH:45][cH:46][c:47]([CH3:50])[cH:48][cH:49]1)[c:25](-[c:27]1[cH:28][n:29]([CH3:40])[c:30]3[cH:31][c:32]([O:38][CH3:39])[c:33]([O:36][CH3:37])[cH:34][c:35]13)[cH:26]2.[I-:15].[K+:12].[K+:13].[NH:1]1[CH2:2][CH2:3][CH:4]([OH:7])[CH2:5][CH2:6]1.[Na+:14].[OH2:54]>>[N:1]1([CH2:17][c:18]2[c:19]3[c:20]([n:21][cH:22][cH:23]2)[n:24]([S:41](=[O:42])(=[O:43])[c:44]2[cH:45][cH:46][c:47]([CH3:50])[cH:48][cH:49]2)[c:25](-[c:27]2[cH:28][n:29]([CH3:40])[c:30]4[cH:31][c:32]([O:38][CH3:39])[c:33]([O:36][CH3:37])[cH:34][c:35]24)[cH:26]3)[CH2:2][CH2:3][CH:4]([OH:7])[CH2:5][CH2:6]1. The reactants are COCC(=O)Cl (Methoxyacetyl chloride), NC=1C=NC2=CC=CC=C2C1S (3-aminoquinoline-4-thiol), [OH-].[Na+] (sodium hydroxide). Solvent: O (water), COCC(=O)O (methoxyacetic acid), ClCCl (dichloromethane). Reaction conditions: temperature 140 celsius. Product: COCC=1SC2=C(C=NC=3C=CC=CC23)N1 (2-(methoxymethyl)thiazolo[4,5-c]quinoline). RXN SMILES: [CH3:1][O:2][CH2:3][C:4](Cl)=O.[NH2:7][C:8]1[CH:9]=[N:10][C:11]2[C:16]([C:17]=1[SH:18])=[CH:15][CH:14]=[CH:13][CH:12]=2.[OH-].[Na+]>COCC(O)=O.O.ClCCl>[CH3:1][O:2][CH2:3][C:4]1[S:18][C:17]2[C:16]3[CH:15]=[CH:14][CH:13]=[CH:12][C:11]=3[N:10]=[CH:9][C:8]=2[N:7]=1 |f:2.3|. Procedure: Methoxyacetyl chloride (1.8 mL) was added to a mixture of 3-aminoquinoline-4-thiol (2.8 g) in methoxyacetic acid (15 mL). The reaction was heated at about 140° C. for 1 hour and then allowed to cool to ambient temperature. The reaction mixture was diluted with a small amount of water, made basic with 10% sodium hydroxide and then extracted with dichloromethane (300 mL). The extract was washed with sodium bicarbonate, washed with water, dried over magnesium sulfate and then concentrated under vac... As a reaction SMILES: FC(F)(F)C(O)=O.[Cl:8][C:9]1[CH:14]=[C:13]2[NH:15][C:16](=[O:38])[C:17]3([CH:21]([C:22]4[CH:27]=[CH:26][CH:25]=[C:24]([Cl:28])[C:23]=4[F:29])[CH:20]([C:30]([OH:32])=O)[NH:19][CH:18]3[CH2:33][C:34]([CH3:37])([CH3:36])[CH3:35])[C:12]2=[CH:11][CH:10]=1.C(N(C(C)C)CC)(C)C.C1(P(Cl)(C2C=CC=CC=2)=O)C=CC=CC=1.[CH3:63][O:64][C:65]1[CH:71]=[C:70]([N:72]2[CH:76]=[N:75][N:74]=[N:73]2)[CH:69]=[CH:68][C:66]=1[NH2:67]>>[CH3:63][O:64][C:65]1[CH:71]=[C:70]([N:72]2[CH:76]=[N:75][N:74]=[N:73]2)[CH:69]=[CH:68][C:66]=1[NH:67][C:30]([CH:20]1[NH:19][CH:18]([CH2:33][C:34]([CH3:36])([CH3:35])[CH3:37])[C:17]2([C:12]3[C:13](=[CH:14][C:9]([Cl:8])=[CH:10][CH:11]=3)[NH:15][C:16]2=[O:38])[CH:21]1[C:22]1[CH:27]=[CH:26][CH:25]=[C:24]([Cl:28])[C:23]=1[F:29])=[O:32] |f:0.1|. Yields the product COC1=C(C=CC(=C1)N1N=NN=C1)NC(=O)C1C(C2(C(N1)CC(C)(C)C)C(NC1=CC(=CC=C12)Cl)=O)C1=C(C(=CC=C1)Cl)F (rac-(2′S,3′R,4′S,5′R)-6-chloro-4′-(3-chloro-2-fluoro-phenyl)-2′-(2,2-dimethyl-propyl)-2-oxo-1,2-dihydro-spiro[indole-3,3′-pyrrolidine]-5′-carboxylic acid (2-methoxy-4-tetrazol-1-yl-phenyl)-amide). The yield is 29.9%. Reactants: FC(C(=O)O)(F)F.ClC1=CC=C2C(=C1)NC(C21C(NC(C1C1=C(C(=CC=C1)Cl)F)C(=O)O)CC(C)(C)C)=O (rac-(2′S,3′R,4′S,5′R)-6-chloro-4′-(3-chloro-2-fluoro-phenyl)-2′-(2,2-dimethyl-propyl)-2-oxo-1,2-dihydro-spiro[indole-3,3′-pyrrolidine]-5′-carboxylic acid trifluoroacetic acid), COC1=C(N)C=CC(=C1)N1N=NN=C1 (2-methoxy-4-(1H-tetrazol-1-yl)aniline), C(C)(C)N(CC)C(C)C (diisopropylethylamine), C1(=CC=CC=C1)P(=O)(C1=CC=CC=C1)Cl (diphenylphosphinic chloride). Procedure details: In a manner similar to the method described in Example 5, rac-(2′S,3′R,4′S,5′R)-6-chloro-4′-(3-chloro-2-fluoro-phenyl)-2′-(2,2-dimethyl-propyl)-2-oxo-1,2-dihydro-spiro[indole-3,3′-pyrrolidine]-5′-carboxylic acid trifluoroacetic acid prepared in Example 4 (0.25 g, 0.43 mmol), was reacted with diisopropylethylamine (0.29 g, 2.2 mmol), diphenylphosphinic chloride (0.21 g, 0.89 mmol), then reacted with 2-methoxy-4-(1H-tetrazol-1-yl)aniline (Bionet) (0.13 g, 0.66 mmol) to give rac-(2′S,3′R,4′S,5′R)-6... The reactants are O=C(n1ccnc1)n1ccnc1, ClCCl, OCc1cc(-c2ccco2)on1. The product is O=C(OCc1cc(-c2ccco2)on1)n1ccnc1. As a reaction SMILES: [C:13](=[O:14])([n:15]1[cH:16][n:17][cH:18][cH:19]1)[n:20]1[cH:21][cH:22][n:23][cH:24]1.[CH2:25]([Cl:26])[Cl:27].[o:1]1[c:2](-[c:6]2[cH:7][c:8]([CH2:11][OH:12])[n:9][o:10]2)[cH:3][cH:4][cH:5]1>>[o:1]1[c:2](-[c:6]2[cH:7][c:8]([CH2:11][O:12][C:13](=[O:14])[n:15]3[cH:16][n:17][cH:18][cH:19]3)[n:9][o:10]2)[cH:3][cH:4][cH:5]1. Reactants: O1C(=NC2=C1C=CC=C2)C(C(=O)OC)C2=CC=C(C(=O)OC(C)(C)C)C=C2 (tert-butyl 4-[1-(1,3-benzoxazol-2-yl)-2-methoxy-2-oxoethyl]benzoate), FC(C(=O)O)(F)F (trifluoroacetic acid). Run at time 1 hour. Yields the product O1C(=NC2=C1C=CC=C2)C(C(=O)OC)C2=CC=C(C(=O)O)C=C2 (4-[1-(1,3-benzoxazol-2-yl)-2-methoxy-2-oxoethyl]benzoic acid). Reaction SMILES: [O:1]1[C:5]2[CH:6]=[CH:7][CH:8]=[CH:9][C:4]=2[N:3]=[C:2]1[CH:10]([C:15]1[CH:27]=[CH:26][C:18]([C:19]([O:21]C(C)(C)C)=[O:20])=[CH:17][CH:16]=1)[C:11]([O:13][CH3:14])=[O:12].FC(F)(F)C(O)=O>C(Cl)Cl>[O:1]1[C:5]2[CH:6]=[CH:7][CH:8]=[CH:9][C:4]=2[N:3]=[C:2]1[CH:10]([C:15]1[CH:16]=[CH:17][C:18]([C:19]([OH:21])=[O:20])=[CH:26][CH:27]=1)[C:11]([O:13][CH3:14])=[O:12]. Procedure details: To a solution of tert-butyl 4-[1-(1,3-benzoxazol-2-yl)-2-methoxy-2-oxoethyl]benzoate (90 mg, 0.25 mmol) in methylene chloride (2 mL) was added trifluoroacetic acid (0.5 mL) and the solution was stirred at ambient temperature for 1 hour. The reaction was evaporated to dryness to give the title compound as a clear oil. ESIMS calcd 312.1 (M++H), found 312.0 (M++M). Solvent: C(Cl)Cl (methylene chloride). The reactants are CN(C)C=O, COc1ccc2c(c1)CCC(I)C(=O)N2, [N-]=[N+]=[N-], [Na+]. Product: COc1ccc2c(c1)CCC(N=[N+]=[N-])C(=O)N2. As a reaction SMILES: [CH3:20][N:21]([CH3:22])[CH:23]=[O:24].[I:1][CH:2]1[C:3](=[O:15])[NH:4][c:5]2[c:6]([cH:9][c:10]([O:13][CH3:14])[cH:11][cH:12]2)[CH2:7][CH2:8]1.[N-:17]=[N+:18]=[N-:19].[Na+:16]>>[CH:2]1([N:17]=[N+:18]=[N-:19])[C:3](=[O:15])[NH:4][c:5]2[c:6]([cH:9][c:10]([O:13][CH3:14])[cH:11][cH:12]2)[CH2:7][CH2:8]1.